Dataset: the Open Reaction Database (ORD), a public repository of structured organic reaction records. Task: describe an organic reaction: reactants, conditions, products, and yield Starting materials: Br, COCCn1c(C)c(C)sc1=N, O=C(Cl)c1ccccc1OC(F)(F)F. Product: COCCn1c(C)c(C)sc1=NC(=O)c1ccccc1OC(F)(F)F. RXN SMILES: [BrH:15].[CH3:16][O:17][CH2:18][CH2:19][n:20]1[c:21](=[NH:27])[s:22][c:23]([CH3:26])[c:24]1[CH3:25].[F:1][C:2]([O:3][c:4]1[c:5]([C:6](=[O:7])[Cl:8])[cH:9][cH:10][cH:11][cH:12]1)([F:13])[F:14]>>[F:1][C:2]([O:3][c:4]1[c:5]([C:6](=[O:7])[N:27]=[c:21]2[n:20]([CH2:19][CH2:18][O:17][CH3:16])[c:24]([CH3:25])[c:23]([CH3:26])[s:22]2)[cH:9][cH:10][cH:11][cH:12]1)([F:13])[F:14]. Solvent: C1CCCCC1 (cyclohexane). Product: C(CCCCCCC)N(C1CC(NC(C1)(C)C)(C)C)[C+]1[C+](C(=C1[O-])N(CCCCCCCC)C1CC(NC(C1)(C)C)(C)C)[O-] (1,3-Bis[N-n-octyl-N-(2,2,6,6-tetramethyl-4-piperidyl)amino]cyclobutenediylium-2,4-diolate). The reactants are C(CCCCCCC)NC1CC(NC(C1)(C)C)(C)C (4-n-octylamino-2,2,6,6-tetramethylpiperidine), C1(=C(C(=O)C1=O)O)O (quadratic acid), C(C)C(CCCCC)O (ethylhexanol). Procedure details: Under agitation, 339.6 g (1.26 moles) of 99.4% strength 4-n-octylamino-2,2,6,6-tetramethylpiperidine, 7.2 g (0.063 mole) of quadratic acid, and 150 cc of ethylhexanol was heated to boiling with reflux for 2.5 hours in a 1-liter stirred flask with water trap attached thereto; the solid matter was dissolved even before reaching reflux above 150° C. The sump temperature was 220° C. The amount of water removed from the cycle was 2.2 cc. Crystals precipitated from the reaction solution. After washing... Yield: 84.4%. RXN SMILES: [CH2:1]([NH:9][CH:10]1[CH2:15][C:14]([CH3:17])([CH3:16])[NH:13][C:12]([CH3:19])([CH3:18])[CH2:11]1)[CH2:2][CH2:3][CH2:4][CH2:5][CH2:6][CH2:7][CH3:8].[C:20]1(O)[C:24](=[O:25])[C:22](=O)[C:21]=1[OH:26].[CH2:28]([CH:30](O)[CH2:31][CH2:32][CH2:33][CH2:34][CH3:35])[CH3:29]>C1CCCCC1>[CH2:1]([N:9]([C+:20]1[C:21]([O-:26])=[C:22]([N:9]([CH:10]2[CH2:11][C:12]([CH3:19])([CH3:18])[NH:13][C:14]([CH3:17])([CH3:16])[CH2:15]2)[CH2:29][CH2:28][CH2:30][CH2:31][CH2:32][CH2:33][CH2:34][CH3:35])[C+:24]1[O-:25])[CH:10]1[CH2:11][C:12]([CH3:18])([CH3:19])[NH:13][C:14]([CH3:17])([CH3:16])[CH2:15]1)[CH2:2][CH2:3][CH2:4][CH2:5][CH2:6][CH2:7][CH3:8]. Starting materials: BrC1=C(C=CC(=N1)N1C(C2=CC=CC=C2C1=O)=O)C (2-(6-bromo-5-methylpyridin-2-yl)isoindoline-1,3-dione), C(CCC)[Sn](C1=NC=CC=C1)(CCCC)CCCC (2-(tributylstannyl)pyridine), C1(=CC=CC=C1)C (toluene). The reagents and catalysts are C=1C=CC(=CC1)[P](C=2C=CC=CC2)(C=3C=CC=CC3)[Pd]([P](C=4C=CC=CC4)(C=5C=CC=CC5)C=6C=CC=CC6)([P](C=7C=CC=CC7)(C=8C=CC=CC8)C=9C=CC=CC9)[P](C=1C=CC=CC1)(C=1C=CC=CC1)C=1C=CC=CC1 (Pd(PPh3)4). Solvent: C(C)(=O)OCC (ethyl acetate). Conditions: temperature 116 celsius. Yields the product CC=1C(=NC(=CC1)N1C(C2=CC=CC=C2C1=O)=O)C1=NC=CC=C1 (2-(3-methyl-2,2′-bipyridin-6-yl)isoindoline-1,3-dione). RXN SMILES: Br[C:2]1[N:7]=[C:6]([N:8]2[C:16](=[O:17])[C:15]3[C:10](=[CH:11][CH:12]=[CH:13][CH:14]=3)[C:9]2=[O:18])[CH:5]=[CH:4][C:3]=1[CH3:19].C([Sn](CCCC)(CCCC)[C:25]1[CH:30]=[CH:29][CH:28]=[CH:27][N:26]=1)CCC.C1(C)C=CC=CC=1>C(OCC)(=O)C.C1C=CC([P]([Pd]([P](C2C=CC=CC=2)(C2C=CC=CC=2)C2C=CC=CC=2)([P](C2C=CC=CC=2)(C2C=CC=CC=2)C2C=CC=CC=2)[P](C2C=CC=CC=2)(C2C=CC=CC=2)C2C=CC=CC=2)(C2C=CC=CC=2)C2C=CC=CC=2)=CC=1>[CH3:19][C:3]1[C:2]([C:25]2[CH:30]=[CH:29][CH:28]=[CH:27][N:26]=2)=[N:7][C:6]([N:8]2[C:16](=[O:17])[C:15]3[C:10](=[CH:11][CH:12]=[CH:13][CH:14]=3)[C:9]2=[O:18])=[CH:5][CH:4]=1 |^1:55,57,76,95|. Procedure details: To a reaction vessel under argon containing 2-(6-bromo-5-methylpyridin-2-yl)isoindoline-1,3-dione (85 mg, 0.27 mmol), 2-(tributylstannyl)pyridine (123 mg, 0.32 mmol), Pd(PPh3)4 (31 mg, 0.027 mmol) is added anhydrous toluene (0.7 ml). The mixture is heated to 116° C. with an oil bath for 18 hours, cooled to room temperature, diluted with ethyl acetate and filtered through a celite pad to remove any solids. The filtrate is concentrated to afford 2-(3-methyl-2,2′-bipyridin-6-yl)isoindoline-1,3-dion... The reactants are FC1=C(C(CCl)=O)C=CC=C1 (2 -fluorophenacyl chloride), CNC(NN)=S (4-methyl-thiosemicarbazide). Run in CO (methanol). Yields the product Cl.FC1=C(C=CC=C1)C1=NN=C(SC1)NC (5-(2-fluorophenyl)-N-methyl-6H-1,3,4-thiadiazin-2-amine monohydrochloride). The yield is 52.0%. RXN SMILES: [F:1][C:2]1[CH:11]=[CH:10][CH:9]=[CH:8][C:3]=1[C:4](=O)[CH2:5][Cl:6].[CH3:12][NH:13][C:14](=[S:17])[NH:15][NH2:16]>CO>[ClH:6].[F:1][C:2]1[CH:11]=[CH:10][CH:9]=[CH:8][C:3]=1[C:4]1[CH2:5][S:17][C:14]([NH:13][CH3:12])=[N:15][N:16]=1 |f:3.4|. Procedure details: 8.62 g (0.05 mole) of 2 -fluorophenacyl chloride and 5.22 g of 4-methyl-thiosemicarbazide are reacted in 150 ml of methanol under the conditions of Example 2. The product is recrystallized from methanol/ethyl acetate, yielding 6.7 g of 5-(2-fluorophenyl)-N-methyl-6H-1,3,4-thiadiazin-2-amine monohydrochloride. m.p. 183°-184° C. As a reaction SMILES: [CH3:1][C:2]1([CH3:23])[O:7][C:6](=[O:8])[C:5]2[CH:9]=[CH:10][C:11]([O:13][C:14]3[CH:21]=[CH:20][C:17]([CH:18]=O)=[CH:16][C:15]=3[F:22])=[CH:12][C:4]=2[O:3]1.[CH3:24][CH:25]([CH3:29])[CH2:26][CH2:27][NH2:28].C(O[BH-](OC(=O)C)OC(=O)C)(=O)C.[Na+].[OH-].[K+]>ClCCCl>[F:22][C:15]1[CH:16]=[C:17]([CH2:18][NH:28][CH2:27][CH2:26][CH:25]([CH3:29])[CH3:24])[CH:20]=[CH:21][C:14]=1[O:13][C:11]1[CH:10]=[CH:9][C:5]2[C:6](=[O:8])[O:7][C:2]([CH3:23])([CH3:1])[O:3][C:4]=2[CH:12]=1 |f:2.3,4.5|. Procedure: 4-(2,2-Dimethyl-4-oxo-4H-benzo[1,3]dioxin-7-yloxy)-3-fluoro-benzaldehyde (I-1b-1: 30.0 g) and 3-methyl-butylamine (9.15 g) were combined in 1,2-dichloroethane (1.0 L). After stirring at ambient temperature for 1 hour, sodium triacetoxyborohydride (100 g) was added to the solution. After stirring overnight, the reaction mixture was treated with an aqueous 2 N potassium hydroxide solution, the organic phase was separated, dried over magnesium sulfate, filtered, and evaporated to provide the title ... Run in ClCCCl (1,2-dichloroethane). Reactants: CC1(OC2=C(C(O1)=O)C=CC(=C2)OC2=C(C=C(C=O)C=C2)F)C (4-(2,2-Dimethyl-4-oxo-4H-benzo[1,3]dioxin-7-yloxy)-3-fluoro-benzaldehyde), [OH-].[K+] (potassium hydroxide), CC(CCN)C (3-methyl-butylamine), C(C)(=O)O[BH-](OC(C)=O)OC(C)=O.[Na+] (sodium triacetoxyborohydride). Run at time 1 hour. Product: FC1=C(OC2=CC3=C(C(OC(O3)(C)C)=O)C=C2)C=CC(=C1)CNCCC(C)C (7-{2-Fluoro-4-[(3-methyl-butylamino)-methyl]-phenoxy}-2,2-dimethyl-benzo[1,3]dioxin-4-one). RXN SMILES: [NH2:1][C@H:2]([C:7]([O:9][CH2:10][CH3:11])=[O:8])[CH2:3][C:4](=[O:6])[OH:5].[NH:12]([C:34]([O:36][C:37]([CH3:40])([CH3:39])[CH3:38])=[O:35])[C@H:13]([C:24](ON1C(=O)CCC1=O)=[O:25])[C@@H:14]([CH3:23])[O:15][CH2:16][C:17]1[CH:22]=[CH:21][CH:20]=[CH:19][CH:18]=1.C1COCC1.CN(C=O)C>C(N(CC)CC)C>[NH:12]([C:34]([O:36][C:37]([CH3:38])([CH3:40])[CH3:39])=[O:35])[C@H:13]([C:24]([NH:1][C@H:2]([C:7]([O:9][CH2:10][CH3:11])=[O:8])[CH2:3][C:4](=[O:5])[OH:6])=[O:25])[C@@H:14]([CH3:23])[O:15][CH2:16][C:17]1[CH:22]=[CH:21][CH:20]=[CH:19][CH:18]=1. The solvent is C(C)N(CC)CC (triethylamine). The yield is 86.6%. Reactants: N[C@@H](CC(O)=O)C(=O)OCC (H-Asp-OEt), CN(C)C=O (DMF), N([C@@H]([C@H](OCC1=CC=CC=C1)C)C(=O)ON1C(=O)CCC1=O)C(=O)OC(C)(C)C (Boc-Thr(Bzl)-OSu), C1CCOC1 (THF). The product is N([C@@H]([C@H](OCC1=CC=CC=C1)C)C(=O)N[C@@H](CC(O)=O)C(=O)OCC)C(=O)OC(C)(C)C (Boc-Thr(Bzl)-Asp-OEt). Conditions: time 1 hour. Procedure: To a suspension consisting of 2.3 g of H-Asp-OEt, 5.8 g of Boc-Thr(Bzl)-OSu, 20 ml of THF and 20 ml of DMF was added 2 ml of triethylamine under ice-cooling condition, and the mixture was stirred for 1 hour, then the pH of the reaction mixture was controlling to about pH 7, and the reaction was continued for 36 hours at room temperature. The reaction mixture was concentrated under reduced pressure, and the thus obtained residue was acidified by adding 1N-hydrochloric acid, then was extracted wit... The reactants are ClCCC(=O)C1=CC=2CC3=CC(=CC=C3SC2C=C1)C(CCCl)=O (2,7-bis(3-chloropropionyl)thioxanthene), [I-].[K+] (potassium iodide), C(C)NCC (diethylamine). Solvent: O1CCCC1 (tetrahydrofuran). Reaction conditions: time 72 hour. Product: O.O.Cl.Cl.C(C)N(CCC(=O)C1=CC=2CC3=CC(=CC=C3SC2C=C1)C(CCN(CC)CC)=O)CC (2,7-Bis[3-(diethylamino)propionyl]thioxanthene dihydrochloride dihydrate). Reaction SMILES: [Cl:1][CH2:2][CH2:3][C:4]([C:6]1[CH:19]=[CH:18][C:17]2[S:16][C:15]3[C:10](=[CH:11][C:12]([C:20](=[O:24])[CH2:21][CH2:22]Cl)=[CH:13][CH:14]=3)[CH2:9][C:8]=2[CH:7]=1)=[O:5].[I-].[K+].[CH2:27]([NH:29][CH2:30][CH3:31])[CH3:28]>O1CCCC1>[OH2:5].[OH2:5].[ClH:1].[ClH:1].[CH2:27]([N:29]([CH2:30][CH3:31])[CH2:2][CH2:3][C:4]([C:6]1[CH:19]=[CH:18][C:17]2[S:16][C:15]3[C:10](=[CH:11][C:12]([C:20](=[O:24])[CH2:21][CH2:22][N:29]([CH2:30][CH3:31])[CH2:27][CH3:28])=[CH:13][CH:14]=3)[CH2:9][C:8]=2[CH:7]=1)=[O:5])[CH3:28] |f:1.2,5.6.7.8.9|. Procedure details: A mixture of 13.0 g (0.034 mole) of 2,7-bis(3-chloropropionyl)thioxanthene, 1 g of potassium iodide, 75 ml of diethylamine and 75 ml of tetrahydrofuran was allowed to stand for 72 hours and filtered. The residue was washed with tetrahydrofuran, evaporated to dryness then dissolved in ethanol. The solution was treated with ethanolic HCl, diluted with diethyl ether and the resulting solid was filtered off, recrystallized from methanol and diethyl ether and hydrated in a constant humidity chamber t...